From a dataset of the Open Reaction Database (ORD), a public repository of structured organic reaction records. describe an organic reaction: reactants, conditions, products, and yield Starting materials: Cc1nc2ccncc2cc1O, CN(C)c1ccncc1, COc1cc2nccc(Cl)c2cc1OC, Clc1ccccc1Cl, O. Yields the product COc1cc2nccc(Oc3cc4cnccc4nc3C)c2cc1OC. Reaction SMILES: [CH3:1][c:2]1[n:3][c:4]2[cH:5][cH:6][n:7][cH:8][c:9]2[cH:10][c:11]1[OH:12].[CH3:29][N:30]([CH3:31])[c:32]1[cH:33][cH:34][n:35][cH:36][cH:37]1.[Cl:13][c:14]1[cH:15][cH:16][n:17][c:18]2[cH:19][c:20]([O:26][CH3:27])[c:21]([O:24][CH3:25])[cH:22][c:23]12.[Cl:38][c:39]1[cH:40][cH:41][cH:42][cH:43][c:44]1[Cl:45].[OH2:28]>>[CH3:1][c:2]1[n:3][c:4]2[cH:5][cH:6][n:7][cH:8][c:9]2[cH:10][c:11]1[O:12][c:14]1[cH:15][cH:16][n:17][c:18]2[cH:19][c:20]([O:26][CH3:27])[c:21]([O:24][CH3:25])[cH:22][c:23]12. Reactants: CCO, CC(C)SC(C)c1ccccc1[N+](=O)[O-], [H][H]. Product: CC(C)SC(C)c1ccccc1N. Reaction SMILES: [CH3:18][CH2:19][OH:20].[CH:1]([CH3:2])([CH3:3])[S:4][CH:5]([CH3:6])[c:7]1[c:8]([N+:13]([O-:14])=[O:15])[cH:9][cH:10][cH:11][cH:12]1.[H:16][H:17]>>[CH:1]([CH3:2])([CH3:3])[S:4][CH:5]([CH3:6])[c:7]1[c:8]([NH2:13])[cH:9][cH:10][cH:11][cH:12]1. The reactants are red phosphorus, dipotassium, P12(=S)SP3(=S)SP(=S)(S1)SP(=S)(S2)S3 (tetraphosphorus decasulfide), C(CCCCCCCCCCC)C(C(=O)O)CC(=O)O (dodecylsuccinic acid), initial materials, C(CCCCCCCCCCC)C=1SC=CC1 (dodecylthiophene). Run in C1=CC(=CC=C1Cl)Cl (dichlorobenzene). The product is C(CCCCCCCCCCC)C1=CSC=C1 (3-Dodecylthiophene). RXN SMILES: [CH2:1]([CH:13]([CH2:17][C:18](O)=O)[C:14](O)=O)[CH2:2][CH2:3][CH2:4][CH2:5][CH2:6][CH2:7][CH2:8][CH2:9][CH2:10][CH2:11][CH3:12].P12(SP3(SP(SP(S3)(S1)=S)(=S)S2)=S)=[S:22].C(C1SC=CC=1)CCCCCCCCCCC>C1C(Cl)=CC=C(Cl)C=1>[CH2:1]([C:13]1[CH:17]=[CH:18][S:22][CH:14]=1)[CH2:2][CH2:3][CH2:4][CH2:5][CH2:6][CH2:7][CH2:8][CH2:9][CH2:10][CH2:11][CH3:12]. Reported procedure: The reaction was carried out in substantially the same manner as in Example 7, by using 27.2 g (0.075 mol) of the dipotassium salt of dodecylsuccinic acid as the initial materials (the salt was prepared in the manner described in Example 5), 33.3 g (0.075 mol) of tetraphosphorus decasulfide, and 9.3 g (0.3 mol) of red phosphorus, as well as 100 ml of dichlorobenzene as a solvent. The yield of dodecylthiophene was 48% (b.p. 196° C./20 mbar). Starting materials: C(=O)(C(F)(F)F)O (TFA), C(C)(C)(C)OC(N[C@@H]1CC[C@@H](CC1)CN1N=CC=2C1=NC(=NC2)NC2=CC(=C(C=C2)C)S(N)(=O)=O)=O (tert-butyl-cis-4-((6-(4-methyl-3-sulfamoylphenylamino)-1H-pyrazolo[3,4-d]pyrimidin-1-yl)methyl)cyclohexylcarbamate). Run in C(Cl)Cl (DCM). Conditions: time 2 hour. Product: N[C@H]1CC[C@H](CC1)CN1N=CC=2C1=NC(=NC2)NC=2C=CC(=C(C2)S(=O)(=O)N)C (5-(1-((cis-4-aminocyclohexyl)methyl)-1H-pyrazolo[3,4-d]pyrimidin-6-ylamino)-2-methylbenzenesulfonamide). Isolated yield 95.2%. Reaction SMILES: C(O)(C(F)(F)F)=O.C(OC(=O)[NH:14][C@H:15]1[CH2:20][CH2:19][C@@H:18]([CH2:21][N:22]2[C:26]3=[N:27][C:28]([NH:31][C:32]4[CH:37]=[CH:36][C:35]([CH3:38])=[C:34]([S:39](=[O:42])(=[O:41])[NH2:40])[CH:33]=4)=[N:29][CH:30]=[C:25]3[CH:24]=[N:23]2)[CH2:17][CH2:16]1)(C)(C)C>C(Cl)Cl>[NH2:14][C@@H:15]1[CH2:16][CH2:17][C@H:18]([CH2:21][N:22]2[C:26]3=[N:27][C:28]([NH:31][C:32]4[CH:37]=[CH:36][C:35]([CH3:38])=[C:34]([S:39]([NH2:40])(=[O:42])=[O:41])[CH:33]=4)=[N:29][CH:30]=[C:25]3[CH:24]=[N:23]2)[CH2:19][CH2:20]1. Procedure details: TFA (1.0 mL, 13 mmol) was added drop-wise over about 1 min to a 100 mL round-bottomed flask containing a solution of tert-butyl-cis-4-((6-(4-methyl-3-sulfamoylphenylamino)-1H-pyrazolo[3,4-d]pyrimidin-1-yl)methyl)cyclohexylcarbamate (0.55 g, 1.1 mmol, Example #B.1.1) in DCM (5 mL) at ambient temperature. The reaction mixture was allowed to stir for about 2 h then concentrated under reduced pressure. The crude product was purified by RP-HPLC (Table 2, Method b) to give 5-(1-((cis-4-aminocyclohexyl... The reactants are COC(=O)N1C2CCC1C(c1ccc(Cl)nc1)C2, CO, [H][H]. Product: COC(=O)N1C2CCC1C(c1cccnc1)C2. As a reaction SMILES: [C:1](=[O:2])([O:3][CH3:4])[N:5]1[CH:6]2[CH:7]([c:12]3[cH:13][cH:14][c:15]([Cl:18])[n:16][cH:17]3)[CH2:8][CH:9]1[CH2:10][CH2:11]2.[CH3:21][OH:22].[H:19][H:20]>>[C:1](=[O:2])([O:3][CH3:4])[N:5]1[CH:6]2[CH:7]([c:12]3[cH:13][cH:14][cH:15][n:16][cH:17]3)[CH2:8][CH:9]1[CH2:10][CH2:11]2. Starting materials: COC(=O)C(Cc1ccc2c(cnn2S(=O)(=O)CC[Si](C)(C)C)c1)NC(=O)OCc1ccccc1, CO, [H][H]. The product is COC(=O)C(N)Cc1ccc2c(cnn2S(=O)(=O)CC[Si](C)(C)C)c1. RXN SMILES: [CH3:1][O:2][C:3]([CH:4]([CH2:5][c:6]1[cH:7][c:8]2[cH:9][n:10][n:11]([S:15](=[O:16])(=[O:17])[CH2:18][CH2:19][Si:20]([CH3:21])([CH3:22])[CH3:23])[c:12]2[cH:13][cH:14]1)[NH:24][C:25]([O:26][CH2:27][c:28]1[cH:29][cH:30][cH:31][cH:32][cH:33]1)=[O:34])=[O:35].[CH3:38][OH:39].[H:36][H:37]>>[CH3:1][O:2][C:3]([CH:4]([CH2:5][c:6]1[cH:7][c:8]2[cH:9][n:10][n:11]([S:15](=[O:16])(=[O:17])[CH2:18][CH2:19][Si:20]([CH3:21])([CH3:22])[CH3:23])[c:12]2[cH:13][cH:14]1)[NH2:24])=[O:35]. Reactants: C(C1=CC=CC=C1)NC1=C2C(C(=CN(C2=CC(=C1F)F)C1CCOCC1)C(=O)OCC)=O (ethyl 5-benzylamino-6,7-difluoro-1,4-dihydro-4-oxo-1-(tetrahydropyran-4-yl)-3-quinolinecarboxylate). Reagents/catalysts: [Pd] (Pd—C). Solvent: CC(=O)O (AcOH). Conditions: time 4 hour. The product is NC1=C2C(C(=CN(C2=CC(=C1F)F)C1CCOCC1)C(=O)OCC)=O (ethyl 5-amino-6,7-difluoro-1,4-dihydro-4-oxo-1-(tetrahydropyran-4-yl)-3-quinolinecarboxylate). Yield: 86.2%. Reaction SMILES: C([NH:8][C:9]1[C:18]([F:19])=[C:17]([F:20])[CH:16]=[C:15]2[C:10]=1[C:11](=[O:32])[C:12]([C:27]([O:29][CH2:30][CH3:31])=[O:28])=[CH:13][N:14]2[CH:21]1[CH2:26][CH2:25][O:24][CH2:23][CH2:22]1)C1C=CC=CC=1>CC(O)=O.[Pd]>[NH2:8][C:9]1[C:18]([F:19])=[C:17]([F:20])[CH:16]=[C:15]2[C:10]=1[C:11](=[O:32])[C:12]([C:27]([O:29][CH2:30][CH3:31])=[O:28])=[CH:13][N:14]2[CH:21]1[CH2:22][CH2:23][O:24][CH2:25][CH2:26]1. Procedure: To a suspension of ethyl 5-benzylamino-6,7-difluoro-1,4-dihydro-4-oxo-1-(tetrahydropyran-4-yl)-3-quinolinecarboxylate (112 mg, 0.252 mmol) in AcOH (5 mL), was added 10% Pd—C (11.2 mg), the whole mixture was stirred at room temperature for 4 h under H2 atmosphere (1 atm). After insoluble materials were filtered off, the filtrate was concentrated in vacuo. Flash chromatography of the residue (EtOAc) gave ethyl 5-amino-6,7-difluoro-1,4-dihydro-4-oxo-1-(tetrahydropyran-4-yl)-3-quinolinecarboxylate (... Starting materials: [H-].[Na+] (Sodium hydride), CN(C1(CCCCC1)C(=O)N)C (1-dimethylaminocyclohexane carboxamide), ClC=1C=C(CCl)C=CC1Cl (3,4-dichlorobenzyl chloride). The product is CN(C1(CCCCC1)C(=O)NC1=C(C=CC(=C1Cl)Cl)C)C (1-dimethylamino-N-[3,4-dichlorotolyl]-cyclohexane carboxamide). As a reaction SMILES: [H-].[Na+].[CH3:3][N:4]([CH3:14])[C:5]1([C:11]([NH2:13])=[O:12])[CH2:10][CH2:9][CH2:8][CH2:7][CH2:6]1.[Cl:15][C:16]1[CH:17]=[C:18]([CH:21]=[CH:22][C:23]=1[Cl:24])[CH2:19]Cl>CN(C)C=O.Cl.CCOCC>[CH3:3][N:4]([CH3:14])[C:5]1([C:11]([NH:13][C:17]2[C:16]([Cl:15])=[C:23]([Cl:24])[CH:22]=[CH:21][C:18]=2[CH3:19])=[O:12])[CH2:10][CH2:9][CH2:8][CH2:7][CH2:6]1 |f:0.1|. Conditions: time 2 hour. Solvent: CCOCC (ether), CN(C=O)C (dimethylformamide), CN(C=O)C (dimethylformamide), Cl (hydrochloric acid). Procedure: Sodium hydride (0.8 g., 50% dispersion in oil) was added to a solution of 1-dimethylaminocyclohexane carboxamide (2 g.) in dimethylformamide (40 ml.) and the mixture stirred for 2 hrs. A solution of 3,4-dichlorobenzyl chloride (2.4 g.) in dimethylformamide (10 ml.) was added dropwise and the resulting mixture stirred overnight. The mixture was filtered and the filtrate evaporated to dryness. Petrol (80/100 ) was added, the mixture boiled, and the solid filtered off. The filtrate was decolourised... Reactants: B, CN(C)C, CC(=O)O, CS(=O)(=O)c1cc(C(=O)O)cc(N=Cc2ccco2)c1Cl, O. Product: CS(=O)(=O)c1cc(C(=O)O)cc(NCc2ccco2)c1Cl. Reaction SMILES: [BH3:22].[CH3:23][N:24]([CH3:25])[CH3:26].[CH3:28][C:29](=[O:30])[OH:31].[CH:1]([c:2]1[cH:3][cH:4][cH:5][o:6]1)=[N:7][c:8]1[cH:9][c:10]([C:11](=[O:12])[OH:13])[cH:14][c:15]([S:18](=[O:19])(=[O:20])[CH3:21])[c:16]1[Cl:17].[OH2:27]>>[CH2:1]([c:2]1[cH:3][cH:4][cH:5][o:6]1)[NH:7][c:8]1[cH:9][c:10]([C:11](=[O:12])[OH:13])[cH:14][c:15]([S:18](=[O:19])(=[O:20])[CH3:21])[c:16]1[Cl:17]. The reactants are CCCCCc1nnc(N)s1, CCOC(C)=O, O=C(Cl)Cl. Yields the product CCCCCc1nnc(N=C=O)s1. RXN SMILES: [CH2:5]([CH2:6][CH2:7][CH2:8][CH3:9])[c:10]1[n:11][n:12][c:13]([NH2:15])[s:14]1.[CH3:16][CH2:17][O:18][C:19](=[O:20])[CH3:21].[Cl:1][C:2]([Cl:3])=[O:4]>>[C:2](=[O:4])=[N:15][c:13]1[n:12][n:11][c:10]([CH2:5][CH2:6][CH2:7][CH2:8][CH3:9])[s:14]1.